This data is from the Open Reaction Database (ORD), a public repository of structured organic reaction records. The task is: describe an organic reaction: reactants, conditions, products, and yield Reactants: FC1=C(C=CC=C1)C1=NC(C(N(C2=C1C=C(C=C2)C(C)O)C)=O)(C)C (5-(o-fluorophenyl)-1,3-dihydro-7-(1-hydroxyethyl)-1,3,3-trimethyl-2H-1,4-benzodiazepin-2-one), C(C)(=O)OC(C)=O (acetic acid anhydride). Solvent: N1=CC=CC=C1 (pyridine). Run at time 24 hour. The product is C(C)(=O)OC(C)C=1C=CC2=C(C(=NC(C(N2C)=O)(C)C)C2=C(C=CC=C2)F)C1 (1-[5-(o-fluorophenyl)-2,3-dihydro-1,3,3-trimethyl-2-oxo-1H-1,4-benzodiazepin-7-yl]ethyl acetate). As a reaction SMILES: [F:1][C:2]1[CH:7]=[CH:6][CH:5]=[CH:4][C:3]=1[C:8]1[C:14]2[CH:15]=[C:16]([CH:19]([OH:21])[CH3:20])[CH:17]=[CH:18][C:13]=2[N:12]([CH3:22])[C:11](=[O:23])[C:10]([CH3:25])([CH3:24])[N:9]=1.[C:26](OC(=O)C)(=[O:28])[CH3:27]>N1C=CC=CC=1>[C:26]([O:21][CH:19]([C:16]1[CH:17]=[CH:18][C:13]2[N:12]([CH3:22])[C:11](=[O:23])[C:10]([CH3:24])([CH3:25])[N:9]=[C:8]([C:3]3[CH:4]=[CH:5][CH:6]=[CH:7][C:2]=3[F:1])[C:14]=2[CH:15]=1)[CH3:20])(=[O:28])[CH3:27]. Procedure details: A solution of 2.5 g (7.34 mmol) of 5-(o-fluorophenyl)-1,3-dihydro-7-(1-hydroxyethyl)-1,3,3-trimethyl-2H-1,4-benzodiazepin-2-one in 10 ml of acetic acid anhydride and 10 ml of pyridine is left to stand at room temperature for 24 hours and then concentrated in vacuo. The residue is taken up in chloroform and the organic phase is washed successively with 2 N hydrochloric acid, 2 N sodium bicarbonate solution and water, dried and evaporated. The residue is chromatographed on 50 g of silica gel using... Reactants: [Na] (sodium), C(#N)CC(=O)N (2-cyanoacetamide), ClC1=CC=C(C(=O)C2=C(C=C(CN=[N+]=[N-])C=C2C)C)C=C1 (4-(4-chlorobenzoyl)-3,5-dimethylbenzyl azide), C(C)(=O)O (acetic acid). Run in C(C)O (ethanol), C(C)O (ethanol). Conditions: time 5 minute. Product: NC1=C(N=NN1CC1=CC(=C(C(=C1)C)C(C1=CC=C(C=C1)Cl)=O)C)C(=O)N (5-amino-1-(4-[4-chlorobenzoyl]-3,5-dimethylbenzyl)-1,2,3-triazole-4-carboxamide). The yield is 64.8%. As a reaction SMILES: [Na].[C:2]([CH2:4][C:5]([NH2:7])=[O:6])#[N:3].[Cl:8][C:9]1[CH:28]=[CH:27][C:12]([C:13]([C:15]2[C:24]([CH3:25])=[CH:23][C:18]([CH2:19][N:20]=[N+:21]=[N-:22])=[CH:17][C:16]=2[CH3:26])=[O:14])=[CH:11][CH:10]=1.C(O)(=O)C>C(O)C>[NH2:3][C:2]1[N:20]([CH2:19][C:18]2[CH:17]=[C:16]([CH3:26])[C:15]([C:13](=[O:14])[C:12]3[CH:27]=[CH:28][C:9]([Cl:8])=[CH:10][CH:11]=3)=[C:24]([CH3:25])[CH:23]=2)[N:21]=[N:22][C:4]=1[C:5]([NH2:7])=[O:6] |^1:0|. Procedure: A stirred, 60° solution of sodium (105 mg, 4.55 mmol) in absolute ethanol (11.4 ml) was treated in one portion with 2-cyanoacetamide (382 mg, 4.55 mmol), kept 5 minutes, and treated in one portion with a solution of 4-(4-chlorobenzoyl)-3,5-dimethylbenzyl azide (1.05 g, 3.50 mmol) in absolute ethanol (4 ml). The mixture was refluxed 1 hour, cooled to ambient temperature, acidified with glacial acetic acid (577 μl, 605 mg, 9.10 mmol), and evaporated almost to dryness under vacuum. The residue was ... Starting materials: C(C)(=O)N1C(CCC2=CC(=CC=C12)Br)C(=O)N1CC(C1)N1CCN(CC1)C(C(F)(F)F)=O (1-Acetyl-6-bromo-2-({3-[4-(trifluoroacetyl)piperazin-1-yl]azetidin-1-yl}carbonyl)-1,2,3,4-tetrahydroquinoline), C(=O)([O-])[O-].[K+].[K+] (K2CO3). Solvent: CO (MeOH). Conditions: time 30 minute. Product: C(C)(=O)N1C(CCC2=CC(=CC=C12)Br)C(=O)N1CC(C1)N1CCNCC1 (1-Acetyl-6-bromo-2-({3-[piperazin-yl]azetidin-1-yl}carbonyl)-1,2,3,4-tetrahydroquinoline). Isolated yield 74.3%. RXN SMILES: [C:1]([N:4]1[C:13]2[C:8](=[CH:9][C:10]([Br:14])=[CH:11][CH:12]=2)[CH2:7][CH2:6][CH:5]1[C:15]([N:17]1[CH2:20][CH:19]([N:21]2[CH2:26][CH2:25][N:24](C(=O)C(F)(F)F)[CH2:23][CH2:22]2)[CH2:18]1)=[O:16])(=[O:3])[CH3:2].C([O-])([O-])=O.[K+].[K+]>CO>[C:1]([N:4]1[C:13]2[C:8](=[CH:9][C:10]([Br:14])=[CH:11][CH:12]=2)[CH2:7][CH2:6][CH:5]1[C:15]([N:17]1[CH2:20][CH:19]([N:21]2[CH2:22][CH2:23][NH:24][CH2:25][CH2:26]2)[CH2:18]1)=[O:16])(=[O:3])[CH3:2] |f:1.2.3|. Procedure: To a solution of compound 25d (261 mg, 0.505 mmol) in MeOH (3 mL) was added K2CO3 (140 mg, 1.01 mmol). The reaction mixture was stirred at room temperature for 30 min. The resultant mixture was filtered, the filtrate concentrated under reduced pressure, and the resultant residue partitioned between CH2Cl2 and H2O. The organic phase was dried over Na2SO4, filtered, and concentrated under reduced pressure to give compound 25e (158 mg). LC/MS m/z (M+H+) 421.0, (M+2H+) 423.0. Reactants: ClC1=C(C=CC(=C1)C(C)(C)C)S(=O)(=O)NC1=C(SC=C1)C(=O)OC (Methyl 3-(2-chloro-4-tert-butylphenylsulfonamido)thiophene-2-carboxylate), [OH-].[Li+] (lithium hydroxide). The solvent is O1CCCC1 (tetrahydrofuran), CO (methanol). Reaction conditions: temperature 77.5 celsius. Product: C(C)(C)(C)C1=CC(=C(C=C1)S(=O)(=O)NC1=C(SC=C1)C(=O)O)Cl (3-(4-tert-Butyl-2-chlorophenylsulfonamido)thiophene-2-carboxylic acid). The yield is 86.8%. RXN SMILES: [Cl:1][C:2]1[CH:7]=[C:6]([C:8]([CH3:11])([CH3:10])[CH3:9])[CH:5]=[CH:4][C:3]=1[S:12]([NH:15][C:16]1[CH:20]=[CH:19][S:18][C:17]=1[C:21]([O:23]C)=[O:22])(=[O:14])=[O:13].[OH-].[Li+]>O1CCCC1.CO>[C:8]([C:6]1[CH:5]=[CH:4][C:3]([S:12]([NH:15][C:16]2[CH:20]=[CH:19][S:18][C:17]=2[C:21]([OH:23])=[O:22])(=[O:13])=[O:14])=[C:2]([Cl:1])[CH:7]=1)([CH3:11])([CH3:9])[CH3:10] |f:1.2|. Reported procedure: To a solution of 22 (272.0 mg; 0.73 mmol) in tetrahydrofuran (8 mL) and methanol (2 mL) was added aqueous lithium hydroxide (4 mL; 2M). The reaction mixture was heated at 75-80° C. for 6 hours, allowed to cool to room temperature and then concentrated under reduced pressure. The resulting residue was dissolved in chloroform (15 mL) and washed with aqueous hydrochloric acid (2×10 mL; 2N). The organic phase was dried over magnesium sulfate, filtered, and concentrated under reduced pressure to yiel... The reactants are C(C)NCC(C)N1C2=CC=CC=C2SC=2C=CC(=CC12)C#N (10-[(2RS)-1-ethylamino-2-propyl]-2-phenothiazinecarbonitrile), C([O-])([O-])=O.[Na+].[Na+] (sodium carbonate), IC (iodomethane). Solvent: CN(C=O)C (dimethylformamide). Reaction conditions: temperature 150 celsius. Yields the product C(C)N(C)CC(C)N1C2=CC=CC=C2SC=2C=CC(=CC12)C#N (10-[(2RS)-1-(N-Ethyl-N-methylamino)-2-propyl]-2-phenothiazinecarbonitrile). The yield is 65.2%. RXN SMILES: [CH2:1]([NH:3][CH2:4][CH:5]([N:7]1[C:20]2[CH:19]=[C:18]([C:21]#[N:22])[CH:17]=[CH:16][C:15]=2[S:14][C:13]2[C:8]1=[CH:9][CH:10]=[CH:11][CH:12]=2)[CH3:6])[CH3:2].[C:23](=O)([O-])[O-].[Na+].[Na+].IC>CN(C)C=O>[CH2:1]([N:3]([CH2:4][CH:5]([N:7]1[C:20]2[CH:19]=[C:18]([C:21]#[N:22])[CH:17]=[CH:16][C:15]=2[S:14][C:13]2[C:8]1=[CH:9][CH:10]=[CH:11][CH:12]=2)[CH3:6])[CH3:23])[CH3:2] |f:1.2.3|. Procedure: A mixture of 10-[(2RS)-1-ethylamino-2-propyl]-2-phenothiazinecarbonitrile (4.4 g), sodium carbonate (2.25 g) and iodomethane (0.9 cc) in dimethylformamide (60 cc) is heated for 6 hours to a temperature in the region of 150° C. The reaction mixture is then concentrated to dryness under reduced pressure (5 mm Hg; 0.7 kPa) at 40° C. and the residue is taken up with distilled water (100 cc) and extracted with ethyl acetate (2×100 cc). The combined organic phases are extracted with N-aqueous hydrochl... The reactants are [OH-].[Na+] (NaOH), [OH-].[Na+] (NaOH), C(Cl)Cl (CH2Cl2), C(C)OC(C(C)(C)C=1C=C(C(=CC1)OC)C1=C(C=C(C=C1)C(F)(F)F)CN(CC)C(C)=O)=O (2-{2′-[(acetyl-ethyl-amino)-methyl]-6-methoxy-4′-trifluoromethyl-biphenyl-3-yl}-2-methyl-propionic acid ethyl ester), [OH-].[Na+] (NaOH), Cl (HCl). The solvent is C1CCOC1 (THF), CCO (EtOH). Run at temperature 50 celsius, time 8 hour. The product is C(C)(=O)N(CC)CC1=C(C=CC(=C1)C(F)(F)F)C1=CC(=CC=C1OC)C(C(=O)O)(C)C (2-{2′-[(Acetyl-ethyl-amino)-methyl]-6-methoxy-4′-trifluoromethyl-biphenyl-3-yl}-2-methyl-propionic acid). Reaction SMILES: C([O:3][C:4](=[O:33])[C:5]([C:8]1[CH:9]=[C:10]([C:16]2[CH:21]=[CH:20][C:19]([C:22]([F:25])([F:24])[F:23])=[CH:18][C:17]=2[CH2:26][N:27]([C:30](=[O:32])[CH3:31])[CH2:28][CH3:29])[C:11]([O:14][CH3:15])=[CH:12][CH:13]=1)([CH3:7])[CH3:6])C.[OH-].[Na+].C(Cl)Cl.Cl>C1COCC1.CCO>[C:30]([N:27]([CH2:26][C:17]1[CH:18]=[C:19]([C:22]([F:23])([F:25])[F:24])[CH:20]=[CH:21][C:16]=1[C:10]1[C:11]([O:14][CH3:15])=[CH:12][CH:13]=[C:8]([C:5]([CH3:6])([CH3:7])[C:4]([OH:33])=[O:3])[CH:9]=1)[CH2:28][CH3:29])(=[O:32])[CH3:31] |f:1.2|. Procedure details: To 2-{2′-[(acetyl-ethyl-amino)-methyl]-6-methoxy-4′-trifluoromethyl-biphenyl-3-yl}-2-methyl-propionic acid ethyl ester (0.290 g, 0.63 mmol) in THF (2.6 mL) and EtOH (2 mL) was added 1N aqueous NaOH (1.9 mL), and the reaction was stirred at 50° C. overnight. Analytical LCMS indicated that starting material was still present, so additional 1N aqueous NaOH (1 mL) was added, and the reaction was stirred at 70° C. for 2 hours. Additional 1N aqueous NaOH (1 mL) was added, and the reaction was stirred ... Starting materials: C(C)OCC (diethyl ether), CC(=O)C1=CC(=CC=C1)Cl (3-chloroacetophenone), O.C(C=O)(=O)O (glyoxylic acid monohydrate). Solvent: C(Cl)Cl.CO (CH2Cl2 MeOH). Run at temperature 60 celsius. Yields the product titled compound, C(C)(C)OC(C)C.CCCCC (Diisopropyl ether pentane). RXN SMILES: [CH3:1][C:2]([C:4]1C=CC=[C:6](Cl)[CH:5]=1)=[O:3].O.[C:12](O)(=O)[CH:13]=O.[CH2:17](OCC)C>C(Cl)Cl.CO>[CH:13]([O:3][CH:2]([CH3:1])[CH3:4])([CH3:12])[CH3:17].[CH3:1][CH2:2][CH2:4][CH2:5][CH3:6] |f:1.2,4.5,6.7|. Reported procedure: A well stirred mixture of 3-chloroacetophenone (18.9 g, 0.1 mol) and glyoxylic acid monohydrate (9.2 g, 0.1 mol) was heated at 60° C. under vacuum (25 mmHg), over 16 hours. The residue was taken up with diethyl ether and the organic phase was extracted with saturated NaHCO3 solution, the combined aqueous layers were whased with ether, cooled at 0° C. and the pH of the solution was adjusted to 2 by addition of 37% HCl. The resulting suspension was extracted with ethyl acetate, and the combined or...